This data is from the Open Reaction Database (ORD), a public repository of structured organic reaction records. The task is: describe an organic reaction: reactants, conditions, products, and yield Yields the product O=C(O)C(F)(F)F, CC(C)(CCC#N)CN(CC(O)C(N)Cc1ccccc1)S(=O)(=O)c1ccc2c(c1)OCO2. Reaction SMILES: [C:1]([O:2][C:3](=[O:4])[NH:7][CH:8]([CH:9]([CH2:10][N:11]([CH2:12][C:13]([CH2:14][CH2:15][C:16]#[N:17])([CH3:18])[CH3:19])[S:20](=[O:21])(=[O:22])[c:23]1[cH:24][c:25]2[c:26]([cH:30][cH:31]1)[O:27][CH2:28][O:29]2)[OH:32])[CH2:33][c:34]1[cH:35][cH:36][cH:37][cH:38][cH:39]1)([CH3:5])([CH3:6])[CH3:40].[Cl:48][CH2:49][Cl:50].[F:41][C:42]([C:43](=[O:44])[OH:45])([F:46])[F:47]>>[F:41][C:42]([C:43](=[O:44])[OH:45])([F:46])[F:47].[NH2:7][CH:8]([CH:9]([CH2:10][N:11]([CH2:12][C:13]([CH2:14][CH2:15][C:16]#[N:17])([CH3:18])[CH3:19])[S:20](=[O:21])(=[O:22])[c:23]1[cH:24][c:25]2[c:26]([cH:30][cH:31]1)[O:27][CH2:28][O:29]2)[OH:32])[CH2:33][c:34]1[cH:35][cH:36][cH:37][cH:38][cH:39]1. Reactants: CC(C)(CCC#N)CN(CC(O)C(Cc1ccccc1)NC(=O)OC(C)(C)C)S(=O)(=O)c1ccc2c(c1)OCO2, ClCCl, O=C(O)C(F)(F)F.